Dataset: the Open Reaction Database (ORD), a public repository of structured organic reaction records. Task: describe an organic reaction: reactants, conditions, products, and yield Reactants: C1(=CC=C(C=C1)S(=O)(=O)OCCOC1=CC=C(NC(=O)C2CCOCC2)C=C1)C (4′-[2-(p-Toluenesulfonyloxy)ethoxy]-3,4,5,6-tetrahydro-2H-pyran-4-carboxanilide), C(C)N (ethylamine). Run in O1CCOCC1 (dioxane). Run at temperature 90 celsius, time 6 hour. Product: C(C)NCCOC1=CC=C(NC(=O)C2CCOCC2)C=C1 (4′-[2-(ethylamino)ethoxy]-3,4,5,6-tetrahydro-2H-pyran-4-carboxanilide). Reaction SMILES: C1(C)C=CC(S(O[CH2:11][CH2:12][O:13][C:14]2[CH:28]=[CH:27][C:17]([NH:18][C:19]([CH:21]3[CH2:26][CH2:25][O:24][CH2:23][CH2:22]3)=[O:20])=[CH:16][CH:15]=2)(=O)=O)=CC=1.[CH2:30]([NH2:32])[CH3:31]>O1CCOCC1>[CH2:30]([NH:32][CH2:11][CH2:12][O:13][C:14]1[CH:15]=[CH:16][C:17]([NH:18][C:19]([CH:21]2[CH2:22][CH2:23][O:24][CH2:25][CH2:26]2)=[O:20])=[CH:27][CH:28]=1)[CH3:31]. Reported procedure: 4′-[2-(p-Toluenesulfonyloxy)ethoxy]-3,4,5,6-tetrahydro-2H-pyran-4-carboxanilide (1.7 g) solution in dioxane (20 ml) was added with 70% ethylamine aqueous solution (1.63 ml) and stirred for 6 hours at 90° C. The reaction mixture was concentrated under vacuum and dissolved into 2N HCl (20 ml). This solution was washed with ethyl acetate (20 ml) two times. Aqueous layer was neutralized with 2N sodium hydroxide (20 ml). Solid formed was extracted with ethyl acetate (50 ml), washed with water and the... The reactants are [Li]CCCC, Cc1nnnn1C, CN(C)P(=O)(N(C)C)N(C)C, CCOC(=O)Cl, Cl, C1CCOC1. Yields the product CCOC(=O)Cc1nnnn1C. RXN SMILES: [CH2:8]([Li:9])[CH2:10][CH2:11][CH3:12].[CH3:1][n:2]1[n:3][n:4][n:5][c:6]1[CH3:7].[CH3:24][N:25]([P:26]([N:27]([CH3:28])[CH3:29])([N:30]([CH3:31])[CH3:32])=[O:33])[CH3:34].[Cl:13][C:14](=[O:15])[O:16][CH2:17][CH3:18].[ClH:35].[O:19]1[CH2:20][CH2:21][CH2:22][CH2:23]1>>[CH3:1][n:2]1[n:3][n:4][n:5][c:6]1[CH2:7][C:14](=[O:15])[O:16][CH2:17][CH3:18]. Reactants: CCN(C(C)C)C(C)C (DIPEA), BrP(C1=CC=CC=C1)(C1=CC=CC=C1)(C1=CC=CC=C1)Br (dibromo(triphenyl)phosphorane), CCN(C(C)C)C(C)C (DIPEA), NC1=NC=C(C=C1C(=O)NNC(=O)C1=CC=C(C=C1)CN(C(OC(C)(C)C)=O)C)Br (tert-Butyl N-[[4-[[(2-amino-5-bromo-pyridine-3-carbonyl)amino]carbamoyl]phenyl]methyl]-N-methyl-carbamate), BrP(C1=CC=CC=C1)(C1=CC=CC=C1)(C1=CC=CC=C1)Br (dibromo(triphenyl)phosphorane), BrP(C1=CC=CC=C1)(C1=CC=CC=C1)(C1=CC=CC=C1)Br (dibromo(triphenyl)phosphorane). Solvent: CC#N (MeCN), CC#N (MeCN). Conditions: time 10 minute. The product is NC1=NC=C(C=C1C1=NN=C(O1)C1=CC=C(C=C1)CN(C(OC(C)(C)C)=O)C)Br (tert-Butyl N-[[4-[5-(2-amino-5-bromo-3-pyridyl)-1,3,4-oxadiazol-2-yl]phenyl]methyl]-N-methyl-carbamate). The yield is 71.4%. As a reaction SMILES: [NH2:1][C:2]1[C:7]([C:8]([NH:10][NH:11][C:12]([C:14]2[CH:19]=[CH:18][C:17]([CH2:20][N:21]([CH3:29])[C:22](=[O:28])[O:23][C:24]([CH3:27])([CH3:26])[CH3:25])=[CH:16][CH:15]=2)=O)=[O:9])=[CH:6][C:5]([Br:30])=[CH:4][N:3]=1.CCN(C(C)C)C(C)C.BrP(Br)(C1C=CC=CC=1)(C1C=CC=CC=1)C1C=CC=CC=1>CC#N>[NH2:1][C:2]1[C:7]([C:8]2[O:9][C:12]([C:14]3[CH:19]=[CH:18][C:17]([CH2:20][N:21]([CH3:29])[C:22](=[O:28])[O:23][C:24]([CH3:26])([CH3:27])[CH3:25])=[CH:16][CH:15]=3)=[N:11][N:10]=2)=[CH:6][C:5]([Br:30])=[CH:4][N:3]=1. Procedure details: tert-Butyl N-[[4-[[(2-amino-5-bromo-pyridine-3-carbonyl)amino]carbamoyl]phenyl]methyl]-N-methyl-carbamate (992.3 mg, 2.074 mmol) was dissolved in dry MeCN (15 mL) and cooled in an ice bath under a nitrogen atmosphere. DIPEA (804.2 mg, 1.084 mL, 6.222 mmol) was added via syringe followed by dibromo(triphenyl)phosphorane (1.185 g, 2.696 mmol) portionwise and the reaction allowed to warm to ambient temperature over 15 hours. A further portion of MeCN (15 mL) and dibromo(triphenyl)phosphorane (437.7... The reactants are CCO, OCCC#Cc1cnc2ccccc2c1. The product is OCCCCc1cnc2ccccc2c1. RXN SMILES: [CH3:16][CH2:17][OH:18].[n:1]1[cH:2][c:3]([C:11]#[C:12][CH2:13][CH2:14][OH:15])[cH:4][c:5]2[cH:6][cH:7][cH:8][cH:9][c:10]12>>[n:1]1[cH:2][c:3]([CH2:11][CH2:12][CH2:13][CH2:14][OH:15])[cH:4][c:5]2[cH:6][cH:7][cH:8][cH:9][c:10]12. Reactants: CN1CCN(C(=O)c2cc3cc([N+](=O)[O-])ccc3[nH]2)CC1, CO, O=C[O-], [NH4+]. Yields the product CN1CCN(C(=O)c2cc3cc(N)ccc3[nH]2)CC1. As a reaction SMILES: [CH3:1][N:2]1[CH2:3][CH2:4][N:5]([C:8](=[O:9])[c:10]2[nH:11][c:12]3[cH:13][cH:14][c:15]([N+:19]([O-:20])=[O:21])[cH:16][c:17]3[cH:18]2)[CH2:6][CH2:7]1.[CH3:26][OH:27].[CH:22]([O-:23])=[O:24].[NH4+:25]>>[CH3:1][N:2]1[CH2:3][CH2:4][N:5]([C:8](=[O:9])[c:10]2[nH:11][c:12]3[cH:13][cH:14][c:15]([NH2:19])[cH:16][c:17]3[cH:18]2)[CH2:6][CH2:7]1. RXN SMILES: [NH2:1][C:2]1[N:7]=[CH:6][C:5]([CH:8]2[CH2:12][CH2:11][N:10]([C:13]([O:15][C:16]([CH3:19])([CH3:18])[CH3:17])=[O:14])[CH2:9]2)=[CH:4][CH:3]=1.C1C(=O)N([Br:27])C(=O)C1>C(#N)C>[NH2:1][C:2]1[N:7]=[CH:6][C:5]([CH:8]2[CH2:12][CH2:11][N:10]([C:13]([O:15][C:16]([CH3:19])([CH3:18])[CH3:17])=[O:14])[CH2:9]2)=[CH:4][C:3]=1[Br:27]. Procedure: To tert-butyl 3-(6-aminopyridin-3-yl)pyrrolidine-1-carboxylate(60 mg, 0.228 mmol) in Acetonitrile (4 mL) in ice bath was added NBS (36.5 mg, 0.205 mmol) and stirred. LCMS after 30 min showed ˜1:1 mixture of starting material and desired product. To this added 12 mg (0.3 equiv.) of NBS and stirred 30 min. LCMS shows complete reaction. To the reaction mixture was added aqueous saturated NaHCO3 stirred 10 min and extracted with ethyl acetate. The combined extracts were dried over sodium sulfate, fi... The reactants are NC1=CC=C(C=N1)C1CN(CC1)C(=O)OC(C)(C)C (tert-butyl 3-(6-aminopyridin-3-yl)pyrrolidine-1-carboxylate), C1CC(=O)N(C1=O)Br (NBS). Solvent: C(C)#N (Acetonitrile). Run at time 30 minute. The product is NC1=C(C=C(C=N1)C1CN(CC1)C(=O)OC(C)(C)C)Br (tert-butyl 3-(6-amino-5-bromopyridin-3-yl)pyrrolidine-1-carboxylate). Starting materials: CCOC(=O)C1(CI)CCN(C(=O)c2ccccc2OCC)C1, Oc1cnc(-c2ccc(Cl)cc2)cn1. The product is CCOC(=O)C1(COc2cnc(-c3ccc(Cl)cc3)cn2)CCN(C(=O)c2ccccc2OCC)C1. RXN SMILES: [CH2:15]([CH3:16])[O:17][C:18](=[O:19])[C:20]1([CH2:36][I:37])[CH2:21][N:22]([C:25]([c:26]2[c:27]([O:32][CH2:33][CH3:34])[cH:28][cH:29][cH:30][cH:31]2)=[O:35])[CH2:23][CH2:24]1.[Cl:1][c:2]1[cH:3][cH:4][c:5](-[c:8]2[n:9][cH:10][c:11]([OH:14])[n:12][cH:13]2)[cH:6][cH:7]1>>[Cl:1][c:2]1[cH:3][cH:4][c:5](-[c:8]2[n:9][cH:10][c:11]([O:14][CH2:36][C:20]3([C:18]([O:17][CH2:15][CH3:16])=[O:19])[CH2:21][N:22]([C:25]([c:26]4[c:27]([O:32][CH2:33][CH3:34])[cH:28][cH:29][cH:30][cH:31]4)=[O:35])[CH2:23][CH2:24]3)[n:12][cH:13]2)[cH:6][cH:7]1.